The task is: describe an organic reaction: reactants, conditions, products, and yield. This data is from the Open Reaction Database (ORD), a public repository of structured organic reaction records. Starting materials: COC(=O)CCCCCCCBr, O=c1[nH]cc(-c2ccccc2)n1-c1ccc(F)cc1, [H-], [I-], [Na+], [Na+], CN(C)C=O. Product: COC(=O)CCCCCCCn1cc(-c2ccccc2)n(-c2ccc(F)cc2)c1=O. As a reaction SMILES: [CH3:22][O:23][C:24]([CH2:25][CH2:26][CH2:27][CH2:28][CH2:29][CH2:30][CH2:31][Br:32])=[O:33].[F:3][c:4]1[cH:5][cH:6][c:7](-[n:10]2[c:11](=[O:21])[nH:12][cH:13][c:14]2-[c:15]2[cH:16][cH:17][cH:18][cH:19][cH:20]2)[cH:8][cH:9]1.[H-:2].[I-:34].[Na+:1].[Na+:35].[O:36]=[CH:37][N:38]([CH3:39])[CH3:40]>>[F:3][c:4]1[cH:5][cH:6][c:7](-[n:10]2[c:11](=[O:21])[n:12]([CH2:31][CH2:30][CH2:29][CH2:28][CH2:27][CH2:26][CH2:25][C:24]([O:23][CH3:22])=[O:33])[cH:13][c:14]2-[c:15]2[cH:16][cH:17][cH:18][cH:19][cH:20]2)[cH:8][cH:9]1.